Dataset: the Open Reaction Database (ORD), a public repository of structured organic reaction records. Task: describe an organic reaction: reactants, conditions, products, and yield Starting materials: ClC1=CC=C(C(=O)C2=CC=C(C=C2)Cl)C=C1 (4,4'-dichlorobenzophenone), C(CCC)[Li] (butyllithium), N (ammonia), COCN1C=NC(=C1C)C (1-(methoxymethyl)-4,5-dimethylimidazole), CN(CCN(C)C)C (N,N,N',N'-tetramethylethylenediamine). Run in O1CCCC1 (tetrahydrofuran), O1CCCC1 (tetrahydrofuran). Run at time 8 hour. The product is ClC1=CC=C(C=C1)C(O)(C=1N(C(=C(N1)C)C)COC)C1=CC=C(C=C1)Cl (α,α-Bis(p-chlorophenyl)-1-(methoxymethyl)-4,5-dimethylimidazole-2-methanol). Reaction SMILES: C([Li])CCC.[CH3:6][O:7][CH2:8][N:9]1[C:13]([CH3:14])=[C:12]([CH3:15])[N:11]=[CH:10]1.CN(C)CCN(C)C.[Cl:24][C:25]1[CH:39]=[CH:38][C:28]([C:29]([C:31]2[CH:36]=[CH:35][C:34]([Cl:37])=[CH:33][CH:32]=2)=[O:30])=[CH:27][CH:26]=1.N>O1CCCC1>[Cl:24][C:25]1[CH:39]=[CH:38][C:28]([C:29]([C:31]2[CH:36]=[CH:35][C:34]([Cl:37])=[CH:33][CH:32]=2)([C:10]2[N:9]([CH2:8][O:7][CH3:6])[C:13]([CH3:14])=[C:12]([CH3:15])[N:11]=2)[OH:30])=[CH:27][CH:26]=1. Reported procedure: At a temperature of -60° C. and under a nitrogen atmosphere, 114 ml. (0.24 mol) of butyllithium solution (20% in hexane) were added drop-wise with stirring to a solution of 28 g. (0.20 mol) of 1-(methoxymethyl)-4,5-dimethylimidazole and 28 g. (0.24 mol) of N,N,N',N'-tetramethylethylenediamine in 200 ml. of anhydrous tetrahydrofuran. After 2 hours stirring, 50 g. (0.20 mol) of 4,4'-dichlorobenzophenone in 250 ml of anhydrous tetrahydrofuran were added drop-wise at -60° C. After being kept standin... Reactants: Cc1c(Nc2ccc(Br)cc2F)c(C(=O)O)cn(C)c1=O, O=C(n1ccnc1)n1ccnc1, C1CCC2=NCCCN2CC1, CCOC(C)=O, Cl, CN(C)C=O, NS(=O)(=O)Cc1ccccc1. Yields the product Cc1c(Nc2ccc(Br)cc2F)c(C(=O)NS(=O)(=O)Cc2ccccc2)cn(C)c1=O. Reaction SMILES: [Br:1][c:2]1[cH:3][c:4]([F:21])[c:5]([NH:8][c:9]2[c:10]([C:18](=[O:19])[OH:20])[cH:11][n:12]([CH3:17])[c:13](=[O:16])[c:14]2[CH3:15])[cH:6][cH:7]1.[C:22]([n:23]1[cH:24][cH:25][n:26][cH:27]1)([n:28]1[cH:29][cH:30][n:31][cH:32]1)=[O:33].[CH2:45]1[CH2:46][CH2:47][C:48]2=[N:53][CH2:52][CH2:51][CH2:50][N:49]2[CH2:54][CH2:55]1.[CH3:61][CH2:62][O:63][C:64]([CH3:65])=[O:66].[ClH:67].[O:56]=[CH:57][N:58]([CH3:59])[CH3:60].[c:34]1([CH2:40][S:41](=[O:42])(=[O:43])[NH2:44])[cH:35][cH:36][cH:37][cH:38][cH:39]1>>[Br:1][c:2]1[cH:3][c:4]([F:21])[c:5]([NH:8][c:9]2[c:10]([C:18](=[O:20])[NH:44][S:41]([CH2:40][c:34]3[cH:35][cH:36][cH:37][cH:38][cH:39]3)(=[O:42])=[O:43])[cH:11][n:12]([CH3:17])[c:13](=[O:16])[c:14]2[CH3:15])[cH:6][cH:7]1. The reactants are CCOC(=O)CCBr, CN(C)C=O, CN1CCC(c2n[nH]c3ccccc23)CC1, [H-], [Na+], O. The product is CCOC(=O)CCn1nc(C2CCN(C)CC2)c2ccccc21. Reaction SMILES: [Br:19][CH2:20][CH2:21][C:22](=[O:23])[O:24][CH2:25][CH3:26].[CH3:28][N:29]([CH3:30])[CH:31]=[O:32].[CH3:3][N:4]1[CH2:5][CH2:6][CH:7]([c:10]2[n:11][nH:12][c:13]3[cH:14][cH:15][cH:16][cH:17][c:18]23)[CH2:8][CH2:9]1.[H-:1].[Na+:2].[OH2:27]>>[CH3:3][N:4]1[CH2:5][CH2:6][CH:7]([c:10]2[n:11][n:12]([CH2:20][CH2:21][C:22](=[O:23])[O:24][CH2:25][CH3:26])[c:13]3[cH:14][cH:15][cH:16][cH:17][c:18]23)[CH2:8][CH2:9]1. Starting materials: CC(=O)[O-], CC(=O)[O-], C=C(C)C(O)CCC(C)CCO, [Pd+2], c1ccc(P(c2ccccc2)c2ccccc2)cc1. Yields the product C=C(C)C=CCC(C)CCO. As a reaction SMILES: [C:32]([O-:33])(=[O:34])[CH3:35].[C:37]([O-:38])(=[O:39])[CH3:40].[CH3:1][CH:2]([CH2:3][CH2:4][OH:5])[CH2:6][CH2:7][CH:8]([C:9](=[CH2:10])[CH3:11])[OH:12].[Pd+2:36].[c:13]1([P:14]([c:15]2[cH:16][cH:17][cH:18][cH:19][cH:20]2)[c:21]2[cH:22][cH:23][cH:24][cH:25][cH:26]2)[cH:27][cH:28][cH:29][cH:30][cH:31]1>>[CH3:1][CH:2]([CH2:3][CH2:4][OH:5])[CH2:6][CH:7]=[CH:8][C:9](=[CH2:10])[CH3:11]. Starting materials: Cl (HCl), C(C)(=O)OC=1C(=C(C2=C(CC(O2)CSC2=CC=CC=C2)C1C)C)C (5-acetoxy-2-(phenylthiomethyl)-4,6,7-trimethyl-2,3-dihydrobenzofuran), [OH-].[Na+] (sodium hydroxide). Solvent: O (water), CO (methanol), O (water). Product: CC1=CC(=C(C2=C1CCO2)C)C (4,6,7-trimethyl-2,3-dihydrobenzofuran). The yield is 149.7%. RXN SMILES: C(O[C:5]1[C:6]([CH3:24])=[C:7]([CH3:23])[C:8]2[O:12][CH:11](CSC3C=CC=CC=3)[CH2:10][C:9]=2[C:21]=1[CH3:22])(=O)C.[OH-].[Na+].Cl>CO.O>[CH3:22][C:21]1[C:9]2[CH2:10][CH2:11][O:12][C:8]=2[C:7]([CH3:23])=[C:6]([CH3:24])[CH:5]=1 |f:1.2|. Procedure details: To a solution of 5-acetoxy-2-(phenylthiomethyl)-4,6,7-trimethyl-2,3-dihydrobenzofuran [1.2 g (3.5 mmol)] in methanol (8 ml) was added a solution of sodium hydroxide (0.6 g) in water (5 ml). The mixture was heated for one hour under reflux under argon atmosphere. The reaction mixture was, after cooling, diluted with water and, then, neutralized with 2N-HCl and followed by extraction with ethyl acetate. The extract solution was washed with water, and dried, then the solvent was distilled off. The ... The reactants are C(C1=CC=CC=C1)OC(=O)N1CCC(CC1)CCC(C(=O)OCC)O (ethyl 4-(1-benzyloxycarbonyl-4-piperidyl)-2-hydroxybutyrate), S(=O)(Cl)Cl (thionyl chloride), O (water). Solvent: C(C)(=O)OCC (ethyl acetate), N1=CC=CC=C1 (pyridine). Conditions: time 1 hour. Yields the product C(C1=CC=CC=C1)OC(=O)N1CCC(CC1)CCC(C(=O)OCC)Cl (ethyl 4-(1-benzyloxycarbonyl-4-piperidyl)-2-chlorobutyrate). Reaction SMILES: [CH2:1]([O:8][C:9]([N:11]1[CH2:16][CH2:15][CH:14]([CH2:17][CH2:18][CH:19](O)[C:20]([O:22][CH2:23][CH3:24])=[O:21])[CH2:13][CH2:12]1)=[O:10])[C:2]1[CH:7]=[CH:6][CH:5]=[CH:4][CH:3]=1.S(Cl)([Cl:28])=O.O>C(OCC)(=O)C.N1C=CC=CC=1>[CH2:1]([O:8][C:9]([N:11]1[CH2:16][CH2:15][CH:14]([CH2:17][CH2:18][CH:19]([Cl:28])[C:20]([O:22][CH2:23][CH3:24])=[O:21])[CH2:13][CH2:12]1)=[O:10])[C:2]1[CH:7]=[CH:6][CH:5]=[CH:4][CH:3]=1. Procedure details: In a mixture of 200 ml of ethyl acetate and 12 g of pyridine is dissolved 11.5 g of ethyl 4-(1-benzyloxycarbonyl-4-piperidyl)-2-hydroxybutyrate, and 5 ml of thionyl chloride is added to the solution, followed by refluxing with stirring for 1 hour. After cooling, 500 ml of water and 100 ml are added to the reaction solution, followed by extraction. The extract is washed with 0.1N hydrochloric acid and water successively, dried over anhydrous magnesium sulfate and treated with activated carbon. Th... Reactants: CI (methyl iodide), C([O-])([O-])=O.[K+].[K+] (potassium carbonate), FC=1C=C(C(=C(C=O)C1)O)C (5-Fluoro-2-hydroxy-3-methylbenzaldehyde). The solvent is O (water), CN(C=O)C (N,N-dimethylformamide). Conditions: temperature 100 celsius, time 1 hour. Product: FC=1C=C(C(=C(C=O)C1)OC)C (5-Fluoro-2-methoxy-3-methylbenzaldehyde). RXN SMILES: [F:1][C:2]1[CH:3]=[C:4]([CH3:11])[C:5]([OH:10])=[C:6]([CH:9]=1)[CH:7]=[O:8].CI.[C:14](=O)([O-])[O-].[K+].[K+]>CN(C)C=O.O>[F:1][C:2]1[CH:3]=[C:4]([CH3:11])[C:5]([O:10][CH3:14])=[C:6]([CH:9]=1)[CH:7]=[O:8] |f:2.3.4|. Procedure details: 5-Fluoro-2-hydroxy-3-methylbenzaldehyde (1.24 g, 8.01 mmol) was dissolved in N,N-dimethylformamide (20 mL) and to the solution was added methyl iodide (0.8 mL, 12.71 mmol) and potassium carbonate (3.1 g, 22.52 mmol). The mixture was stirred at 100° C. for one hour, cooled to room temperature and then diluted with water (40 mL). After extraction twice with ethyl acetate (40 mL) the combined organic layer was washed with brine and then dried over Na2SO4. The solvent was removed and the solid resid... Reactants: CC=1C(=CC=2C(CCC(C2C1)(C)C)(C)C)S(=O)(=O)C1=CC=C(C(=O)OCC)C=C1 (ethyl 4-(5,6,7,8-tetrahydro-3,5,5,8,8-pentamethyl-2-naphthylsulfonyl)benzoate), CC=1C(=CC=2C(CCC(C2C1)(C)C)(C)C)S(=O)(=O)C1=CC=C(C(=O)OCC)C=C1 (ethyl 4-(5,6,7,8-tetrahydro-3,5,5,8,8-pentamethyl-2-naphthylsulfonyl)benzoate), [Li+].[OH-] (LiOH). The solvent is O1CCCC1 (tetrahydrofuran). Conditions: temperature 50 celsius. Product: CC=1C(=CC=2C(CCC(C2C1)(C)C)(C)C)S(=O)(=O)C1=CC=C(C(=O)O)C=C1 (4-(5,6,7,8-tetrahydro-3,5,5,8,8-pentamethyl-2-naphthylsulfonyl)benzoic acid). The yield is 97.0%. RXN SMILES: [CH3:1][C:2]1[C:3]([S:16]([C:19]2[CH:29]=[CH:28][C:22]([C:23]([O:25]CC)=[O:24])=[CH:21][CH:20]=2)(=[O:18])=[O:17])=[CH:4][C:5]2[C:6]([CH3:15])([CH3:14])[CH2:7][CH2:8][C:9]([CH3:13])([CH3:12])[C:10]=2[CH:11]=1.[Li+].[OH-]>O1CCCC1>[CH3:1][C:2]1[C:3]([S:16]([C:19]2[CH:20]=[CH:21][C:22]([C:23]([OH:25])=[O:24])=[CH:28][CH:29]=2)(=[O:17])=[O:18])=[CH:4][C:5]2[C:6]([CH3:15])([CH3:14])[CH2:7][CH2:8][C:9]([CH3:12])([CH3:13])[C:10]=2[CH:11]=1 |f:1.2|. Procedure details: To a solution of 50 mg (0.12 mmol) of ethyl 4-(5,6,7,8-tetrahydro-3,5,5,8,8-pentamethyl-2-naphthylsulfonyl)benzoate (Compound 10) in 3.0 mL of tetrahydrofuran was added 1.0 mL of LiOH (1N aqueous solution). The solution was heated at 50° C. for 3 h, cooled to room temperature and concentrated in vacuo. The residue was diluted with brine, acidified using 10% HCl and extracted with ether (2×). The combined ether layers were dried (MgSO4), filtered, and the solvents were removed in vacuo to give th... Reactants: CC(O)CCCCCCCCCO, CC(=O)O, OCC1CCC(O)CC1. The product is O=C1CCC(CO)CC1. As a reaction SMILES: [CH2:1]([OH:2])[CH2:3][CH2:4][CH2:5][CH2:6][CH2:7][CH2:8][CH2:9][CH2:10][CH:11]([OH:12])[CH3:13].[CH3:23][C:24](=[O:25])[OH:26].[OH:14][CH2:15][CH:16]1[CH2:17][CH2:18][CH:19]([OH:22])[CH2:20][CH2:21]1>>[OH:14][CH2:15][CH:16]1[CH2:17][CH2:18][C:19](=[O:22])[CH2:20][CH2:21]1. Starting materials: C1(=CC=CC=C1)C(N1C(C2(C3=C(OC2)C=C2CCCCC2=C3)C3=CC=CC=C13)=O)C1=CC=CC=C1 (1-(diphenylmethyl)-5′,6′,7′,8′-tetrahydrospiro[indole-3,3′-naphtho[2,3-b]furan]-2(1′H)-one), C1(=CC=CC=C1)C(N1C(C2(C3=CC=CC=C13)COC1=C2C=C(C(=C1)OC)C)=O)C1=CC=CC=C1 (1′-(diphenylmethyl)-6-methoxy-5-methylspiro[1-benzofuran-3,3′-indol]-2′(1′H)-one). Yields the product O1C2=C(C3(C1)C(NC1=CC=CC=C13)=O)C=C1CCCCC1=C2 (5′,6′,7′,8′-tetrahydrospiro[indole-3,3′-naphtho[2,3-b]furan]-2(1′H)-one). Reaction SMILES: C1(C(C2C=CC=CC=2)[N:8]2[C:28]3[C:23](=[CH:24][CH:25]=[CH:26][CH:27]=3)[C:10]3([CH2:14][O:13][C:12]4[CH:15]=[C:16]5[C:21](=[CH:22][C:11]3=4)[CH2:20][CH2:19][CH2:18][CH2:17]5)[C:9]2=[O:29])C=CC=CC=1.C1(C(C2C=CC=CC=2)N2C3C(=CC=CC=3)C3(C4C=C(C)C(OC)=CC=4OC3)C2=O)C=CC=CC=1>>[O:13]1[CH2:14][C:10]2([C:23]3[C:28](=[CH:27][CH:26]=[CH:25][CH:24]=3)[NH:8][C:9]2=[O:29])[C:11]2[CH:22]=[C:21]3[C:16](=[CH:15][C:12]1=2)[CH2:17][CH2:18][CH2:19][CH2:20]3. Procedure details: Following the procedure as described in EXAMPLE 3 and making non-critical variations using 1-(diphenylmethyl)-5′,6′,7′,8′-tetrahydrospiro[indole-3,3′-naphtho[2,3-b]furan]-2(1′H)-one to replace 1′-(diphenylmethyl)-6-methoxy-5-methylspiro[1-benzofuran-3,3′-indol]-2′(1′H)-one, 5′,6′,7′,8′-tetrahydrospiro[indole-3,3′-naphtho[2,3-b]furan]-2(1′H)-one was obtained (80%) as a colorless solid: mp>230° C.; 1H NMR (300 MHz, CDCl3) δ 8.13 (s, 1H), 7.33-7.19 (m, 1H), 7.16 (d, J=7.4 Hz, 1H), 7.04 (dd, J=7.5, ...